This data is from the Open Reaction Database (ORD), a public repository of structured organic reaction records. The task is: describe an organic reaction: reactants, conditions, products, and yield Reactants: O1CCC(CC1)=O (2,3,5,6-Tetrahydropyran-4-one), C(C1=CC=CC=C1)S (benzyl mercaptan), [N+](=O)([O-])C (nitromethane), N1CCCCC1 (piperidine). Solvent: O (water), C1=CC=CC=C1 (benzene). Run at time 8 day. Yields the product C(C1=CC=CC=C1)SC1(CCOCC1)C[N+](=O)[O-] (4-Benzylthio-2,3,5,6-tetrahydro-4-nitromethyl-4H-pyran), 8g. As a reaction SMILES: [O:1]1[CH2:6][CH2:5][C:4](=O)[CH2:3][CH2:2]1.[CH2:8]([SH:15])[C:9]1[CH:14]=[CH:13][CH:12]=[CH:11][CH:10]=1.[N+:16]([CH3:19])([O-:18])=[O:17].N1CCCCC1>C1C=CC=CC=1.O>[CH2:8]([S:15][C:4]1([CH2:19][N+:16]([O-:18])=[O:17])[CH2:5][CH2:6][O:1][CH2:2][CH2:3]1)[C:9]1[CH:14]=[CH:13][CH:12]=[CH:11][CH:10]=1. Procedure: 2,3,5,6-Tetrahydropyran-4-one (5 g), benzyl mercaptan (6.2 g), nitromethane (2.7 cm3), and piperidine (1 cm3) were dissolved in benzene (50 cm3), and the mixture heated under reflux with azeotropic removal of water. After 8 days the reaction mixture was allowed to cool and washed first with dilute hydrochloric acid, then with water. The remaining solution was dried and the solvent then removed under reduced pressure to give the nitro system (8g, 60%). This material was sufficiently pure to be us... The reactants are CCCCCC (Hexane), S1C=C(C=C1)C1=NSC(=N1)N1CCN(CC1)C(=O)OC(C)(C)C (tert-butyl 4-[3-(3-thienyl)-1,2,4-thiadiazol-5-yl]piperazine-1-carboxylate), Cl (hydrochloric acid). Solvent: C(C)(=O)OCC (ethyl acetate), C(C)(=O)OCC (ethyl acetate). Run at time 22 hour. Yields the product S1C=C(C=C1)C1=NSC(=N1)N1CCNCC1 (1-[3-(3-Thienyl)-1,2,4-thiadiazol-5-yl]piperazine). RXN SMILES: [S:1]1[CH:5]=[CH:4][C:3]([C:6]2[N:10]=[C:9]([N:11]3[CH2:16][CH2:15][N:14](C(OC(C)(C)C)=O)[CH2:13][CH2:12]3)[S:8][N:7]=2)=[CH:2]1.Cl.CCCCCC>C(OCC)(=O)C>[S:1]1[CH:5]=[CH:4][C:3]([C:6]2[N:10]=[C:9]([N:11]3[CH2:12][CH2:13][NH:14][CH2:15][CH2:16]3)[S:8][N:7]=2)=[CH:2]1. Reported procedure: To a solution of tert-butyl 4-[3-(3-thienyl)-1,2,4-thiadiazol-5-yl]piperazine-1-carboxylate (3.70 g, 10.5 mmol) in ethyl acetate (60 ml) was added a solution of 4 N hydrochloric acid in ethyl acetate (30 ml), and the mixture was stirred at room temperature for 22 hours. Hexane (200 ml) was poured to the reaction mixture, and a solid was separated by filtration. The obtained solid was dissolved in an aqueous saturated sodium hydrogen carbonate solution, followed by stirring at room temperature fo...